From a dataset of the Open Reaction Database (ORD), a public repository of structured organic reaction records. describe an organic reaction: reactants, conditions, products, and yield The reactants are ClC1=CC=C(CC2=C(OC=3N(C(N(C(C32)=O)CCCOC3OCCCC3)=O)COCC[Si](C)(C)C)C3=CC(=CC=C3)Cl)C=C1 (5-(4-chlorobenzyl)-6-(3-chlorophenyl)-3-(3-(tetrahydro-2H-pyran-2-yloxy) propyl)-1-((2-(trimethylsilyl)ethoxy)methyl)furo[2,3-d]pyrimidine-2,4(1H,3H)-dione). Run in C(Cl)Cl (DCM), C(=O)(C(F)(F)F)O (TFA), C(Cl)Cl (DCM), O (water). Run at time 2 hour. The product is ClC1=CC=C(CC2=C(OC=3NC(N(C(C32)=O)CCCO)=O)C3=CC(=CC=C3)Cl)C=C1 (5-(4-chlorobenzyl)-6-(3-chlorophenyl)-3-(3-hydroxypropyl)furo[2,3-d]pyrimidine-2,4(1H,3H)-dione). Yield: 22.5%. Reaction SMILES: [Cl:1][C:2]1[CH:44]=[CH:43][C:5]([CH2:6][C:7]2[C:15]3[C:14](=[O:16])[N:13]([CH2:17][CH2:18][CH2:19][O:20]C4CCCCO4)[C:12](=[O:27])[N:11](COCC[Si](C)(C)C)[C:10]=3[O:9][C:8]=2[C:36]2[CH:41]=[CH:40][CH:39]=[C:38]([Cl:42])[CH:37]=2)=[CH:4][CH:3]=1>C(Cl)Cl.C(O)(C(F)(F)F)=O.O>[Cl:1][C:2]1[CH:3]=[CH:4][C:5]([CH2:6][C:7]2[C:15]3[C:14](=[O:16])[N:13]([CH2:17][CH2:18][CH2:19][OH:20])[C:12](=[O:27])[NH:11][C:10]=3[O:9][C:8]=2[C:36]2[CH:41]=[CH:40][CH:39]=[C:38]([Cl:42])[CH:37]=2)=[CH:43][CH:44]=1. Reported procedure: To a solution of 5-(4-chlorobenzyl)-6-(3-chlorophenyl)-3-(3-(tetrahydro-2H-pyran-2-yloxy) propyl)-1-((2-(trimethylsilyl)ethoxy)methyl)furo[2,3-d]pyrimidine-2,4(1H,3H)-dione (20 mg, 0.03 mmol) in DCM (0.8 mL) was added in TFA (0.8 mL). The reaction was stirred at RT for 2 h then diluted with DCM (5 mL) and water (2 mL). The organic layer was dried over Na2SO4 and concentrated to a residue which was purified by Prep HPLC to give 5-(4-chlorobenzyl)-6-(3-chlorophenyl)-3-(3-hydroxypropyl)furo[2,3-d]p...